Dataset: the Open Reaction Database (ORD), a public repository of structured organic reaction records. Task: describe an organic reaction: reactants, conditions, products, and yield Reactants: C=CC1CN(C(=O)OCc2ccccc2)CC1NC(=O)OC(C)(C)C, N, [Na], C1CCOC1. Product: C=CC1CNCC1NC(=O)OC(C)(C)C. Reaction SMILES: [CH2:1]([O:2][C:3](=[O:4])[N:11]1[CH2:12][CH:13]([NH:18][C:19](=[O:20])[O:21][C:22]([CH3:23])([CH3:24])[CH3:25])[CH:14]([CH:16]=[CH2:17])[CH2:15]1)[c:5]1[cH:6][cH:7][cH:8][cH:9][cH:10]1.[NH3:27].[Na:26].[O:28]1[CH2:29][CH2:30][CH2:31][CH2:32]1>>[NH:11]1[CH2:12][CH:13]([NH:18][C:19](=[O:20])[O:21][C:22]([CH3:23])([CH3:24])[CH3:25])[CH:14]([CH:16]=[CH2:17])[CH2:15]1. Starting materials: C(C=C)OC(=O)O[C@H](C)[C@@H]1[C@@H]2N(C(=C([C@@H]2C)CO)C(=O)OCC=C)C1=O (allyl (1S,5R,6S)-6-[(1R)-1-allyloxycarbonyloxyethyl]-2-hydroxymethyl-1-methyl-1-carbapen-2-em-3-carboxylate), FC(C=1N2C(SC1)=CN=C2)F (3-difluoromethylimidazo[5,1-b]thiazole). The product is O[C@H](C)[C@@H]1[C@@H]2N(C(=C([C@@H]2C)CN2C=[N+]3C(SC=C3C(F)F)=C2)C(=O)[O-])C1=O ((1S,5R,6S)-6-[(1R)-1-hydroxyethyl]-2-(3-difluoromethylimidazo[5,1-b]thiazolium-6-yl)methyl-1-methyl-1-carbapen-2-em-3-carboxylate). The yield is 7.5%. Reaction SMILES: C(OC([O:7][C@@H:8]([C@H:10]1[C:25](=[O:26])[N:12]2[C:13]([C:19]([O:21]CC=C)=[O:20])=[C:14]([CH2:17]O)[C@H:15]([CH3:16])[C@H:11]12)[CH3:9])=O)C=C.[F:27][CH:28]([F:37])[C:29]1[N:30]2[CH:36]=[N:35][CH:34]=[C:31]2[S:32][CH:33]=1>>[OH:7][C@@H:8]([C@H:10]1[C:25](=[O:26])[N:12]2[C:13]([C:19]([O-:21])=[O:20])=[C:14]([CH2:17][N:35]3[CH:34]=[C:31]4[S:32][CH:33]=[C:29]([CH:28]([F:37])[F:27])[N+:30]4=[CH:36]3)[C@H:15]([CH3:16])[C@H:11]12)[CH3:9]. Procedure details: The same procedure as in Example 1 was repeated except that 97 mg of allyl (1S,5R,6S)-6-[(1R)-1-allyloxycarbonyloxyethyl]-2-hydroxymethyl-1-methyl-1-carbapen-2-em-3-carboxylate and 70 mg of 3-difluoromethylimidazo[5,1-b]thiazole were used, thereby obtaining 7.9 mg of the title compound. The product is O=C(NC(Cc1c[nH]cn1)C(=O)NC(CC1CCCCC1)C(O)C(O)C1CC1)c1nc2ccccc2[nH]1. Reactants: CO, Cl, O=C(NC(Cc1cn(C(c2ccccc2)(c2ccccc2)c2ccccc2)cn1)C(=O)NC(CC1CCCCC1)C(O)C(O)C1CC1)c1nc2ccccc2[nH]1, c1cc[nH+]cc1. As a reaction SMILES: [CH3:64][OH:65].[ClH:57].[n:1]1[c:2]([C:10](=[O:11])[NH:12][CH:13]([C:14](=[O:15])[NH:16][CH:17]([CH:18]([CH:19]([OH:20])[CH:21]2[CH2:22][CH2:23]2)[OH:24])[CH2:25][CH:26]2[CH2:27][CH2:28][CH2:29][CH2:30][CH2:31]2)[CH2:32][c:33]2[n:34][cH:35][n:36]([C:38]([c:39]3[cH:40][cH:41][cH:42][cH:43][cH:44]3)([c:45]3[cH:46][cH:47][cH:48][cH:49][cH:50]3)[c:51]3[cH:52][cH:53][cH:54][cH:55][cH:56]3)[cH:37]2)[nH:3][c:4]2[c:5]1[cH:6][cH:7][cH:8][cH:9]2.[nH+:58]1[cH:59][cH:60][cH:61][cH:62][cH:63]1>>[n:1]1[c:2]([C:10](=[O:11])[NH:12][CH:13]([C:14](=[O:15])[NH:16][CH:17]([CH:18]([CH:19]([OH:20])[CH:21]2[CH2:22][CH2:23]2)[OH:24])[CH2:25][CH:26]2[CH2:27][CH2:28][CH2:29][CH2:30][CH2:31]2)[CH2:32][c:33]2[n:34][cH:35][nH:36][cH:37]2)[nH:3][c:4]2[c:5]1[cH:6][cH:7][cH:8][cH:9]2. Reactants: C(C=C)N1C(=CC(=C1)C(C(F)(F)F)O)C#N (1-allyl-4-(2,2,2-trifluoro-1-hydroxyethyl)-1H-pyrrole-2-carbonitrile), CC(=O)OI1(C=2C=CC=CC2C(=O)O1)(OC(=O)C)OC(=O)C (Dess-Martin periodinane), C(=O)(O)[O-].[Na+] (NaHCO3). The solvent is C(Cl)Cl (CH2Cl2), C(Cl)Cl (CH2Cl2). Conditions: time 3 hour. The product is C(C=C)N1C(=CC(=C1)C(C(F)(F)F)=O)C#N (1-allyl-4-(2,2,2-trifluoro-acetyl)-1H-pyrrole-2-carbonitrile). As a reaction SMILES: [CH2:1]([N:4]1[CH:8]=[C:7]([CH:9]([OH:14])[C:10]([F:13])([F:12])[F:11])[CH:6]=[C:5]1[C:15]#[N:16])[CH:2]=[CH2:3].CC(OI1(OC(C)=O)(OC(C)=O)OC(=O)C2C=CC=CC1=2)=O.C([O-])(O)=O.[Na+]>C(Cl)Cl>[CH2:1]([N:4]1[CH:8]=[C:7]([C:9](=[O:14])[C:10]([F:13])([F:11])[F:12])[CH:6]=[C:5]1[C:15]#[N:16])[CH:2]=[CH2:3] |f:2.3|. Reported procedure: To a room temperature solution of 1-allyl-4-(2,2,2-trifluoro-1-hydroxyethyl)-1H-pyrrole-2-carbonitrile (1.6 g, 7 mmol, 1 equiv.) in 50 mL of CH2Cl2 was added Dess-Martin periodinane (3.6 g, 8.3 mmol, 1.2 equiv). After 3 hours, the reaction was diluted with CH2Cl2 and made basic with saturated NaHCO3. The organic layer was separated and the aqueous extracted with CH2Cl2. The combined organic layers were dried, filtered, and concentrated in vacuo. The residue was purified by flash chromatography u... The product is O=C1NN=C(CN1N=CC=1C=NC=CC1)C (2,3,4,5-tetrahydro-3-oxo-4-[(pyridine-3-yl)-methyleneamino]-6-methyl-1,2,4-triazine). Procedure: 26.8 g (0.25 mole) of pyridine-3-carbaldehyde and 1 drop of concentrated HCl are added at 60° C. to 32 g (0.25 mole) of 2,3,4,5-tetrahydro-3-oxo-4-amino-6-methyl-1,2,4-triazine dissolved in 250 ml of ethanol. After boiling for half an hour under reflux, the reaction mixture is cooled and the solid portion is isolated by filtration, washed with ether and dried to give the title compound of formula ##STR22## in the form of a colourless solid; m.p. 227°-228° C.; yield: 48 g (90 %). RXN SMILES: [N:1]1[CH:6]=[CH:5][CH:4]=[C:3]([CH:7]=O)[CH:2]=1.[O:9]=[C:10]1[N:15]([NH2:16])[CH2:14][C:13]([CH3:17])=[N:12][NH:11]1>Cl.C(O)C>[O:9]=[C:10]1[N:15]([N:16]=[CH:7][C:3]2[CH:2]=[N:1][CH:6]=[CH:5][CH:4]=2)[CH2:14][C:13]([CH3:17])=[N:12][NH:11]1. Reactants: N1=CC(=CC=C1)C=O (pyridine-3-carbaldehyde), O=C1NN=C(CN1N)C (2,3,4,5-tetrahydro-3-oxo-4-amino-6-methyl-1,2,4-triazine). Reagents/catalysts: Cl (HCl). The solvent is C(C)O (ethanol). Product: Cc1nc(Cl)ccc1-c1c[nH]nn1. The reactants are Cc1nc(Cl)ccc1-c1cn(COC(=O)C(C)(C)C)nn1, CO, [Na+], [OH-]. RXN SMILES: [C:1]([O:2][CH2:3][n:9]1[n:10][n:11][c:12](-[c:14]2[c:15]([CH3:21])[n:16][c:17]([Cl:20])[cH:18][cH:19]2)[cH:13]1)(=[O:4])[C:5]([CH3:6])([CH3:7])[CH3:8].[CH3:24][OH:25].[Na+:23].[OH-:22]>>[nH:9]1[n:10][n:11][c:12](-[c:14]2[c:15]([CH3:21])[n:16][c:17]([Cl:20])[cH:18][cH:19]2)[cH:13]1. The reactants are COC=1C=C(C=C(C1)OC)/C=C/C#N ((E)-3-(3,5-dimethoxy-phenyl)-acrylonitrile), CN(C)C=O (DMF), IC1=CC2=C(C=C1)OCO2 (4-iodo-1,2-(methylenedioxy)benzene), CC(=O)[O-].[K+] (KOAc). The reagents and catalysts are [Br-].C(CCC)[N+](CCCC)(CCCC)CCCC (tetrabutylammonium bromide), CC(=O)[O-].CC(=O)[O-].[Pd+2] (Pd(OAc)2). Solvent: CCCCCC (hexane), CCOCC (ether). Reaction conditions: time 1 hour. The product is O1COC2=C1C=CC(=C2)C(=CC#N)C2=CC(=CC(=C2)OC)OC (3-benzo[1,3]dioxol-5-yl-3-(3,5-dimethoxy-phenyl) -acrylonitrile). Yield: 31.0%. As a reaction SMILES: [CH3:1][O:2][C:3]1[CH:4]=[C:5](/[CH:11]=[CH:12]/[C:13]#[N:14])[CH:6]=[C:7]([O:9][CH3:10])[CH:8]=1.I[C:16]1[CH:21]=[CH:20][C:19]2[O:22][CH2:23][O:24][C:18]=2[CH:17]=1.CC([O-])=O.[K+].CN(C=O)C>[Br-].C([N+](CCCC)(CCCC)CCCC)CCC.CC([O-])=O.CC([O-])=O.[Pd+2].CCCCCC.CCOCC>[O:22]1[C:19]2[CH:20]=[CH:21][C:16]([C:11]([C:5]3[CH:6]=[C:7]([O:9][CH3:10])[CH:8]=[C:3]([O:2][CH3:1])[CH:4]=3)=[CH:12][C:13]#[N:14])=[CH:17][C:18]=2[O:24][CH2:23]1 |f:2.3,5.6,7.8.9|. Procedure details: (E)-3-(3,5-dimethoxy-phenyl)-acrylonitrile (0.4 g, 2.1 mmol), 4-iodo-1,2-(methylenedioxy)benzene (0.75 g, 3 mmol), Pd(OAc)2 (0.047 g, 0.21 mmol), KOAc (0.62 g, 6.3 mmol) and tetrabutylammonium bromide (0.75 g, 2.3 mmol) were placed in a microwave vial, DMF (3 mL) added and the reaction mixture degassed. The vial was placed in the microwave oven (Emrys Optimizer) at 150° C. for 1 hour. The contents were poured into a water-EtOAc mixture (40 mL, 1:1) and filtered through Celite® washing the filtra...